Dataset: the Open Reaction Database (ORD), a public repository of structured organic reaction records. Task: describe an organic reaction: reactants, conditions, products, and yield Starting materials: CCOC(=O)C#CC1=Cc2cc(OC)c(OC)cc2CC1, CO, Cl, [K+], C1CCOC1, [OH-]. Product: COc1cc2c(cc1OC)CCC(C#CC(=O)O)=C2. Reaction SMILES: [CH3:1][O:2][c:3]1[cH:4][c:5]2[c:10]([cH:11][c:12]1[O:13][CH3:14])[CH:9]=[C:8]([C:15]#[C:16][C:17](=[O:18])[O:19][CH2:20][CH3:21])[CH2:7][CH2:6]2.[CH3:30][OH:31].[ClH:24].[K+:23].[O:25]1[CH2:26][CH2:27][CH2:28][CH2:29]1.[OH-:22]>>[CH3:1][O:2][c:3]1[cH:4][c:5]2[c:10]([cH:11][c:12]1[O:13][CH3:14])[CH:9]=[C:8]([C:15]#[C:16][C:17](=[O:18])[OH:19])[CH2:7][CH2:6]2. Run in C(C)O (ethanol). Procedure details: To a solution of all of the 5-nitrobenzofuran in 90% ethanol (50 ml) kept at reflux were added small portions of Fe powder (in total 2.5 g) and concentrated HCl (in total 0.1 ml) during 10 min. The mixture was refluxed for another hour. The inorganic precipitates were filtered off and the mixture was poured onto brine and ethyl acetate (250 ml). Work-up of the organic phase afforded 1 g of crystalline 5-aminobenzofuran derivative. Reaction SMILES: [N+:1]([C:4]1[CH:5]=[CH:6][C:7]2[O:11][CH:10]=[CH:9][C:8]=2[CH:12]=1)([O-])=O.Cl>C(O)C.[Fe]>[NH2:1][C:4]1[CH:5]=[CH:6][C:7]2[O:11][CH:10]=[CH:9][C:8]=2[CH:12]=1. Yields the product NC=1C=CC2=C(C=CO2)C1 (5-aminobenzofuran). Reagents/catalysts: [Fe] (Fe). Starting materials: [N+](=O)([O-])C=1C=CC2=C(C=CO2)C1 (5-nitrobenzofuran), Cl (HCl). Reactants: CC1(CCc2ccc(Br)s2)COC(=O)N1, CC[O-], Cc1ccccc1, [Na+], [Na+], [OH-], C#CCCCc1ccccc1. The product is CC1(CCc2ccc(C=CCCCc3ccccc3)s2)COC(=O)N1. Reaction SMILES: [Br:12][c:13]1[cH:14][cH:15][c:16]([CH2:18][CH2:19][C:20]2([CH3:26])[NH:21][C:22](=[O:25])[O:23][CH2:24]2)[s:17]1.[CH3:28][CH2:29][O-:30].[CH3:33][c:34]1[cH:35][cH:36][cH:37][cH:38][cH:39]1.[Na+:27].[Na+:32].[OH-:31].[c:1]1([CH2:7][CH2:8][CH2:9][C:10]#[CH:11])[cH:2][cH:3][cH:4][cH:5][cH:6]1>>[c:1]1([CH2:7][CH2:8][CH2:9][CH:10]=[CH:11][c:13]2[cH:14][cH:15][c:16]([CH2:18][CH2:19][C:20]3([CH3:26])[NH:21][C:22](=[O:25])[O:23][CH2:24]3)[s:17]2)[cH:2][cH:3][cH:4][cH:5][cH:6]1. Yields the product COC1=CC=C(C=C1)C=1N=C(NC1C1=CC=C(C=C1)OC)S(=O)C1=CC=C(C=C1)Br (4,5-bis(4-methoxyphenyl)-2-(4-bromophenylsulfinyl)imidazole). As a reaction SMILES: ClC1C=CC=C(C(OO)=[O:9])C=1.[CH3:12][O:13][C:14]1[CH:19]=[CH:18][C:17]([C:20]2[N:21]=[C:22]([S:33][C:34]3[CH:39]=[CH:38][C:37]([Br:40])=[CH:36][CH:35]=3)[NH:23][C:24]=2[C:25]2[CH:30]=[CH:29][C:28]([O:31][CH3:32])=[CH:27][CH:26]=2)=[CH:16][CH:15]=1>ClCCl>[CH3:12][O:13][C:14]1[CH:15]=[CH:16][C:17]([C:20]2[N:21]=[C:22]([S:33]([C:34]3[CH:35]=[CH:36][C:37]([Br:40])=[CH:38][CH:39]=3)=[O:9])[NH:23][C:24]=2[C:25]2[CH:30]=[CH:29][C:28]([O:31][CH3:32])=[CH:27][CH:26]=2)=[CH:18][CH:19]=1. Procedure details: A solution of 2.164 g of 3-chloroperbenzoic acid (80%) in 150 ml of dichloromethane is added dropwise to a solution of 4.67 g of 4,5-bis(4-methoxyphenyl)-2-(4-bromophenylthio)imidazole in 100 ml of dichloromethane. The reaction mixture is agitated for 3 hours at room temperature, the solution is washed with sodium bicarbonate solution, dried over sodium sulfate, and concentrated to dryness under vacuum. The residue is chromatographed on 150 g of silica gel with acetone/hexane, yielding 4.36 g of... Starting materials: ClC1=CC(=CC=C1)C(=O)OO (3-chloroperbenzoic acid), COC1=CC=C(C=C1)C=1N=C(NC1C1=CC=C(C=C1)OC)SC1=CC=C(C=C1)Br (4,5-bis(4-methoxyphenyl)-2-(4-bromophenylthio)imidazole). Yield: 90.3%. Run in ClCCl (dichloromethane), ClCCl (dichloromethane). Run at time 3 hour. The reactants are COCCN (2-Methoxyethylamine), C(#N)C1=CC=C(C(=O)NC=2C=CC(=C(C2)NC(C2=CC=C(C=C2)CCl)=O)C)C=C1 (N-[5-(4-cyanobenzamido)-2-methylphenyl]-4-(chloromethyl)benzamide), C([O-])([O-])=O.[K+].[K+] (potassium carbonate), COCCN (2-methoxyethylamine), C([O-])([O-])=O.[K+].[K+] (potassium carbonate). Solvent: CC(=O)C (acetone). Conditions: temperature 55 celsius, time 4 day. Product: C(#N)C1=CC=C(C(=O)NC=2C=CC(=C(C2)NC(C2=CC=C(C=C2)CNCCOC)=O)C)C=C1 (N-[5-(4-cyano benzamido)-2-methylphenyl]-4-(2-methoxyethylaminomethyl)benzamide). Isolated yield 59.0%. RXN SMILES: [CH3:1][O:2][CH2:3][CH2:4][NH2:5].[C:6]([C:8]1[CH:34]=[CH:33][C:11]([C:12]([NH:14][C:15]2[CH:16]=[CH:17][C:18]([CH3:32])=[C:19]([NH:21][C:22](=[O:31])[C:23]3[CH:28]=[CH:27][C:26]([CH2:29]Cl)=[CH:25][CH:24]=3)[CH:20]=2)=[O:13])=[CH:10][CH:9]=1)#[N:7].C(=O)([O-])[O-].[K+].[K+]>CC(C)=O>[C:6]([C:8]1[CH:9]=[CH:10][C:11]([C:12]([NH:14][C:15]2[CH:16]=[CH:17][C:18]([CH3:32])=[C:19]([NH:21][C:22](=[O:31])[C:23]3[CH:28]=[CH:27][C:26]([CH2:29][NH:5][CH2:4][CH2:3][O:2][CH3:1])=[CH:25][CH:24]=3)[CH:20]=2)=[O:13])=[CH:33][CH:34]=1)#[N:7] |f:2.3.4|. Reported procedure: 2-Methoxyethylamine (0.019 ml) was added to a stirred solution of N-[5-(4-cyanobenzamido)-2-methylphenyl]-4-(chloromethyl)benzamide (0.060 g) and potassium carbonate (0.041 g) in acetone (5 ml) and the reaction mixture was heated to 55° C. overnight. Further portions of 2-methoxyethylamine and potassium carbonate (same quantities as before) were added and the reaction mixture was stirred at 55° C. for a further 4 days. The reaction mixture was evaporated and the residue was triturated with water... Reactants: CC(C)(C)n1nc(CCC=O)cc1-c1ccccc1, Cc1ccc(N2CCNCC2)c(C)c1, CCN(C(C)C)C(C)C. Yields the product Cc1ccc(N2CCN(CCCc3cc(-c4ccccc4)n(C(C)(C)C)n3)CC2)c(C)c1. RXN SMILES: [C:1]([CH3:2])([CH3:3])([CH3:4])[n:5]1[n:6][c:7]([CH2:16][CH2:17][CH:18]=[O:19])[cH:8][c:9]1-[c:10]1[cH:11][cH:12][cH:13][cH:14][cH:15]1.[CH3:20][c:21]1[c:22]([N:28]2[CH2:29][CH2:30][NH:31][CH2:32][CH2:33]2)[cH:23][cH:24][c:25]([CH3:27])[cH:26]1.[CH:34]([N:35]([CH2:36][CH3:37])[CH:38]([CH3:39])[CH3:40])([CH3:41])[CH3:42]>>[C:1]([CH3:2])([CH3:3])([CH3:4])[n:5]1[n:6][c:7]([CH2:16][CH2:17][CH2:18][N:31]2[CH2:30][CH2:29][N:28]([c:22]3[c:21]([CH3:20])[cH:26][c:25]([CH3:27])[cH:24][cH:23]3)[CH2:33][CH2:32]2)[cH:8][c:9]1-[c:10]1[cH:11][cH:12][cH:13][cH:14][cH:15]1. Starting materials: CC(=O)OC1CSC(Oc2cccc(Br)c2)C(OC(C)=O)C1OC(C)=O, OB(O)c1ccnc(F)c1. The product is CC(=O)OC1CSC(Oc2cccc(-c3ccnc(F)c3)c2)C(OC(C)=O)C1OC(C)=O. Reaction SMILES: [C:1]([CH3:2])(=[O:3])[O:4][CH:5]1[CH:6]([O:7][c:8]2[cH:9][c:10]([Br:14])[cH:11][cH:12][cH:13]2)[S:15][CH2:16][CH:17]([O:23][C:24]([CH3:25])=[O:26])[CH:18]1[O:19][C:20]([CH3:21])=[O:22].[F:27][c:28]1[n:29][cH:30][cH:31][c:32]([B:34]([OH:35])[OH:36])[cH:33]1>>[C:1]([CH3:2])(=[O:3])[O:4][CH:5]1[CH:6]([O:7][c:8]2[cH:9][c:10](-[c:32]3[cH:31][cH:30][n:29][c:28]([F:27])[cH:33]3)[cH:11][cH:12][cH:13]2)[S:15][CH2:16][CH:17]([O:23][C:24]([CH3:25])=[O:26])[CH:18]1[O:19][C:20]([CH3:21])=[O:22]. The reactants are ClC1=CC(=NC2=C(C(=CC=C12)OCCOC)Cl)C1=NC(=CC=C1)C(C)C (4,8-dichloro-2-(6-isopropyl-pyridin-2-yl)-7-(2-methoxy-ethoxy)-quinoline), C(C)(C)C=1SC=C(N1)C(=O)O (2-isopropyl-thiazole-4-carboxylic acid), NC1=C(C=CC(=C1Cl)OC)C(C)=O (1-(2-Amino-3-chloro-4-methoxy-phenyl)-ethanone). Product: ClC1=CC(=NC2=C(C(=CC=C12)OC)Cl)C=1N=C(SC1)C(C)C (4,8-Dichloro-2-(2-isopropyl-thiazol-4-yl)-7-methoxy-quinoline). As a reaction SMILES: [Cl:1][C:2]1[C:11]2[C:6](=[C:7]([Cl:17])[C:8]([O:12][CH2:13]COC)=[CH:9][CH:10]=2)[N:5]=[C:4]([C:18]2[CH:23]=CC=[C:20]([CH:24]([CH3:26])[CH3:25])[N:19]=2)[CH:3]=1.C(C1[S:31]C=C(C(O)=O)N=1)(C)C.NC1C(Cl)=C(OC)C=CC=1C(=O)C>>[Cl:1][C:2]1[C:11]2[C:6](=[C:7]([Cl:17])[C:8]([O:12][CH3:13])=[CH:9][CH:10]=2)[N:5]=[C:4]([C:18]2[N:19]=[C:20]([CH:24]([CH3:26])[CH3:25])[S:31][CH:23]=2)[CH:3]=1. Reported procedure: 4,8-Dichloro-2-(2-isopropyl-thiazol-4-yl)-7-methoxy-quinoline was prepared in a similar fashion as 4,8-dichloro-2-(6-isopropyl-pyridin-2-yl)-7-(2-methoxy-ethoxy)-quinoline except that 2-isopropyl-thiazole-4-carboxylic acid was used instead of 6-isopropyl-pyridine-2-carboxylic acid and 1-(2-Amino-3-chloro-4-methoxy-phenyl)-ethanone was used instead of 1-[2-amino-3-chloro-4-(2-methoxy-ethoxy)-phenyl]-ethanone Starting materials: [H-].[Al+3].[Li+].[H-].[H-].[H-] (lithium aluminum hydride), NC1=C(C=C(C#N)C=C1C)C (4-amino-3,5-dimethylbenzonitrile). Solvent: C1CCOC1 (THF), C1CCOC1 (THF). The product is NC1=C(C=C(CN)C=C1C)C (4-amino-3,5-dimethylbenzylamine). RXN SMILES: [H-].[Al+3].[Li+].[H-].[H-].[H-].[NH2:7][C:8]1[C:15]([CH3:16])=[CH:14][C:11]([C:12]#[N:13])=[CH:10][C:9]=1[CH3:17]>C1COCC1>[NH2:7][C:8]1[C:9]([CH3:17])=[CH:10][C:11]([CH2:12][NH2:13])=[CH:14][C:15]=1[CH3:16] |f:0.1.2.3.4.5|. Procedure details: Step AN2. To the suspension of 0.26 g of lithium aluminum hydride in 30 mL of THF was added dropwise a solution of 0.49 g of 4-amino-3,5-dimethylbenzonitrile in 5 mL of THF. The reaction mixture was stirred at reflux for 3 hours and cooled to room temperature. The reaction mixture was quenched with 1.0 mL of 1.0 N NaOH aqueous solution. The precipitate was filtered off and the solvent was evaporated in vacuo to provide the crude product, which can be used without purification. A portion of the c... Reactants: FC1=C(C=C(C=C1)[N+](=O)[O-])F (1,2-Difluoro-4-nitro-benzene), C(C)(C)(C)OC(=O)N1CC2(C1)CNCC2 (2,6-Diaza-spiro[3.4]octane-2-carboxylic acid tert-butyl ester). The product is C(C)(C)(C)OC(=O)N1CC2(C1)CN(CC2)C2=C(C=C(C=C2)N)F (6-(4-Amino-2-fluoro-phenyl)-2,6-diaza-spiro[3.4]octane-2-carboxylic acid tert-butyl ester). Reaction SMILES: F[C:2]1[CH:7]=[CH:6][C:5]([N+:8]([O-])=O)=[CH:4][C:3]=1[F:11].[C:12]([O:16][C:17]([N:19]1[CH2:22][C:21]2([CH2:26][CH2:25][NH:24][CH2:23]2)[CH2:20]1)=[O:18])([CH3:15])([CH3:14])[CH3:13]>>[C:12]([O:16][C:17]([N:19]1[CH2:22][C:21]2([CH2:26][CH2:25][N:24]([C:2]3[CH:7]=[CH:6][C:5]([NH2:8])=[CH:4][C:3]=3[F:11])[CH2:23]2)[CH2:20]1)=[O:18])([CH3:15])([CH3:13])[CH3:14]. Procedure details: According to methods E and F, 1,2-Difluoro-4-nitro-benzene was reacted with 2,6-Diaza-spiro[3.4]octane-2-carboxylic acid tert-butyl ester and hydrogenated. The product with the molecular weight of 321, 40 (C17H24FN3O2) was obtained in this way; MS (ESI): 322 (M+H+).